This data is from the Open Reaction Database (ORD), a public repository of structured organic reaction records. The task is: describe an organic reaction: reactants, conditions, products, and yield The reactants are BrC=1C=NC(=NC1)NCC(C)(C)C1=CC=C(C=C1)F (5-bromo-N-(2-(4-fluorophenyl)-2-methylpropyl)pyrimidin-2-amine), C(#N)C=1C=C(C=CC1F)B(O)O (3-cyano-4-fluorophenylboronic acid), Cl2Pd(dppf), C([O-])([O-])=O.[K+].[K+] (potassium carbonate), aqueous solution. Run in O1CCOCC1 (dioxane). Reaction conditions: temperature 120 celsius. The product is FC1=C(C#N)C=C(C=C1)C=1C=NC(=NC1)NCC(C)(C)C1=CC=C(C=C1)F (2-fluoro-5-(2-(2-(4-fluorophenyl)-2-methylpropylamino)pyrimidin-5-yl)benzonitrile). Yield: 75.5%. As a reaction SMILES: Br[C:2]1[CH:3]=[N:4][C:5]([NH:8][CH2:9][C:10]([C:13]2[CH:18]=[CH:17][C:16]([F:19])=[CH:15][CH:14]=2)([CH3:12])[CH3:11])=[N:6][CH:7]=1.[C:20]([C:22]1[CH:23]=[C:24](B(O)O)[CH:25]=[CH:26][C:27]=1[F:28])#[N:21].C(=O)([O-])[O-].[K+].[K+]>O1CCOCC1>[F:28][C:27]1[CH:26]=[CH:25][C:24]([C:2]2[CH:3]=[N:4][C:5]([NH:8][CH2:9][C:10]([C:13]3[CH:18]=[CH:17][C:16]([F:19])=[CH:15][CH:14]=3)([CH3:12])[CH3:11])=[N:6][CH:7]=2)=[CH:23][C:22]=1[C:20]#[N:21] |f:2.3.4|. Reported procedure: To a 5 mL microwave reaction vessel was added 5-bromo-N-(2-(4-fluorophenyl)-2-methylpropyl)pyrimidin-2-amine (267 mg, 0.8 mmol, 1.0 equiv), 3-cyano-4-fluorophenylboronic acid (203 mg, 1.2 mmol, 1.5 equiv), Cl2Pd(dppf) (60 mg, 82 μmol, 0.1 equiv), potassium carbonate (1.2 mL of a 2N aqueous solution, 2.4 mmol, 3.0 equiv), and dioxane (4 mL). The reaction was heated in a microwave reactor at 120° C. for 20 min. The aqueous layer was removed from the reaction, and the organic layer was directly pur... The reactants are C1(=CC=CC=C1)N(C(=O)N1C(CN(CC1)C(N(CCCCC)CCCCC)=O)C(=O)O)C1=CC=CC=C1 (1-(N,N-diphenylcarbamoyl)-4-(N,N-di-n-pentylcarbamoyl)piperazine-2-carboxylic acid), CCN=C=NCCCN(C)C (EDAC), NCCN1CCOCC1 (4-(2-aminoethyl)morpholine). The reagents and catalysts are CN(C)C=1C=CN=CC1 (DMAP). Product: C(CCCC)N(C(=O)N1C[C@H](N(CC1)C(N(C1=CC=CC=C1)C1=CC=CC=C1)=O)C(=O)NCCN1CCOCC1)CCCCC ((S)-4-(N,N-Di-n-pentylcarbamoyl)-1-(N,N-diphenylcarbamoyl)-2-(2-(4-morpholinyl)ethylaminocarbonyl)piperazine). Yield: 46.5%. RXN SMILES: [C:1]1([N:7]([C:32]2[CH:37]=[CH:36][CH:35]=[CH:34][CH:33]=2)[C:8]([N:10]2[CH2:15][CH2:14][N:13]([C:16](=[O:28])[N:17]([CH2:23][CH2:24][CH2:25][CH2:26][CH3:27])[CH2:18][CH2:19][CH2:20][CH2:21][CH3:22])[CH2:12][CH:11]2[C:29](O)=[O:30])=[O:9])[CH:6]=[CH:5][CH:4]=[CH:3][CH:2]=1.CCN=C=NCCCN(C)C.[NH2:49][CH2:50][CH2:51][N:52]1[CH2:57][CH2:56][O:55][CH2:54][CH2:53]1>CN(C1C=CN=CC=1)C>[CH2:23]([N:17]([CH2:18][CH2:19][CH2:20][CH2:21][CH3:22])[C:16]([N:13]1[CH2:14][CH2:15][N:10]([C:8](=[O:9])[N:7]([C:1]2[CH:6]=[CH:5][CH:4]=[CH:3][CH:2]=2)[C:32]2[CH:33]=[CH:34][CH:35]=[CH:36][CH:37]=2)[C@H:11]([C:29]([NH:49][CH2:50][CH2:51][N:52]2[CH2:57][CH2:56][O:55][CH2:54][CH2:53]2)=[O:30])[CH2:12]1)=[O:28])[CH2:24][CH2:25][CH2:26][CH3:27]. Reported procedure: According to the procedure of Example 1, Step E above, 47 mg (0.09 mmole) of 1-(N,N-diphenylcarbamoyl)-4-(N,N-di-n-pentylcarbamoyl)piperazine-2-carboxylic acid, 3 mg (0.02 mmole) of DMAP, 25 mg (0.13 mmole) of EDAC, and 24 mg (0.18 mmole) of 4-(2-aminoethyl)morpholine after purification by flash chromatography on 16 g of silica gel with 100:3CH2Cl2 :MeOH provided 26 mg (46%) of an oil. Starting materials: C(=O)NC=1SC=C(N1)C(C(=O)NC1[C@@H]2N(C(=CCS2)C(=O)OCC2=CC=C(C=C2)[N+](=O)[O-])C1=O)=NOC (p-nitrobenzyl 7-{2-(2-formamido-4-thiazolyl)-2-methoxyiminoacetamido}-3-cephem-4-carboxylate), O1CCCC1 (tetrahydrofuran). Reagents/catalysts: [C].[Pd] (palladium carbon). The solvent is CO (methanol). Conditions: time 3.5 hour. Yields the product C(=O)NC=1SC=C(N1)C(C(=O)NC1[C@@H]2N(C(=CCS2)C(=O)O)C1=O)=NOC (7-{2-(2-formamido-4-thiazolyl)-2-methoxyiminoacetamido}-3-cephem-4-carboxylic acid). Isolated yield 63.8%. RXN SMILES: [CH:1]([NH:3][C:4]1[S:5][CH:6]=[C:7]([C:9](=[N:35][O:36][CH3:37])[C:10]([NH:12][CH:13]2[C:33](=[O:34])[N:15]3[C:16]([C:20]([O:22]CC4C=CC([N+]([O-])=O)=CC=4)=[O:21])=[CH:17][CH2:18][S:19][C@H:14]23)=[O:11])[N:8]=1)=[O:2].O1CCCC1>CO.[C].[Pd]>[CH:1]([NH:3][C:4]1[S:5][CH:6]=[C:7]([C:9](=[N:35][O:36][CH3:37])[C:10]([NH:12][CH:13]2[C:33](=[O:34])[N:15]3[C:16]([C:20]([OH:22])=[O:21])=[CH:17][CH2:18][S:19][C@H:14]23)=[O:11])[N:8]=1)=[O:2] |f:3.4|. Procedure details: To a solution of p-nitrobenzyl 7-{2-(2-formamido-4-thiazolyl)-2-methoxyiminoacetamido}-3-cephem-4-carboxylate (syn isomer, 1.25 g.) in methanol (40 ml.), and tetrahydrofuran (50 ml.) was added 10% palladium carbon (0.65 g.), and the mixture was subjected to catalytic reduction at room temperature under atmospheric pressure for 3.5 hours. After removing the catalyst from the reaction mixture, the filtrate was concentrated under reduced pressure. Water (80 ml.) was added to the residue, and the mi...